This data is from the Open Reaction Database (ORD), a public repository of structured organic reaction records. The task is: describe an organic reaction: reactants, conditions, products, and yield Starting materials: ClC=1C=C2C(C(=CN(C2=CC1Cl)CC)C(=O)O)=O (6,7-dichloro-1-ethyl-4-oxo-1,4-dihydro-quinoline-3-carboxylic acid), N1CCCC1 (pyrrolidine). The solvent is CS(=O)C (DMSO). Run at temperature 110 celsius. Product: ClC=1C=C2C(C(=CN(C2=CC1N1CCCC1)CC)C(=O)O)=O (6-chloro-1-ethyl-4-oxo-7-pyrrolidino-1,4-dihydro-quinoline-3-carboxylic acid). Reaction SMILES: [Cl:1][C:2]1[CH:3]=[C:4]2[C:9](=[CH:10][C:11]=1Cl)[N:8]([CH2:13][CH3:14])[CH:7]=[C:6]([C:15]([OH:17])=[O:16])[C:5]2=[O:18].[NH:19]1[CH2:23][CH2:22][CH2:21][CH2:20]1>CS(C)=O>[Cl:1][C:2]1[CH:3]=[C:4]2[C:9](=[CH:10][C:11]=1[N:19]1[CH2:23][CH2:22][CH2:21][CH2:20]1)[N:8]([CH2:13][CH3:14])[CH:7]=[C:6]([C:15]([OH:17])=[O:16])[C:5]2=[O:18]. Procedure: A mixture of 6,7-dichloro-1-ethyl-4-oxo-1,4-dihydro-quinoline-3-carboxylic acid (4.3 g), pyrrolidine (10 cm3) and DMSO (45 cm3) was heated for 2 hours at 110° C. Part of the reaction product precipitated during the reaction. After cooling, it was filtered off and recrystallised from DMF (50 cm3). 3 g of 6-chloro-1-ethyl-4-oxo-7-pyrrolidino-1,4-dihydro-quinoline-3-carboxylic acid, m.p. 325° C., were obtained.